This data is from the Open Reaction Database (ORD), a public repository of structured organic reaction records. The task is: describe an organic reaction: reactants, conditions, products, and yield The reactants are BrC=1N=C(C(=NC1)N1CCN(CC1)C(=O)OC(C)(C)C)NN (tert-butyl 4-(5-bromo-3-hydrazinylpyrazin-2-yl)piperazine-1-carboxylate), C(OCC)(OCC)OCC (triethyl orthoformate). Run at temperature 130 celsius. Product: BrC1=CN=C(C=2N1C=NN2)N2CCN(CC2)C(=O)OC(C)(C)C (tert-Butyl 4-(5-bromo-[1,2,4]triazolo[4,3-a]pyrazin-8-yl)piperazine-1-carboxylate). Isolated yield 69.0%. Reaction SMILES: [Br:1][C:2]1[N:3]=[C:4]([NH:21][NH2:22])[C:5]([N:8]2[CH2:13][CH2:12][N:11]([C:14]([O:16][C:17]([CH3:20])([CH3:19])[CH3:18])=[O:15])[CH2:10][CH2:9]2)=[N:6][CH:7]=1.[CH:23](OCC)(OCC)OCC>>[Br:1][C:2]1[N:3]2[CH:23]=[N:22][N:21]=[C:4]2[C:5]([N:8]2[CH2:9][CH2:10][N:11]([C:14]([O:16][C:17]([CH3:18])([CH3:19])[CH3:20])=[O:15])[CH2:12][CH2:13]2)=[N:6][CH:7]=1. Procedure: A 50 mL round bottom flask was charged with tert-butyl 4-(5-bromo-3-hydrazinylpyrazin-2-yl)piperazine-1-carboxylate (5.8 g, 20 mmol) and triethyl orthoformate (60 mL). The resulting solution was heated at 130° C. for 3 h. TLC indicated a complete conversion. The solvent was evaporated and the residue was purified by flash column chromatography on silica gel with 2% methanol in dichloromethane, to afford 5.3 g (69%) of the product as a yellow solid. MS m/z: 383 (M+H+). The reactants are C(C)OC(=O)C1=C(NC2=CN=CC=C21)N (2-Amino-1H-pyrrolo[2,3-c]pyridine-3-carboxylic acid ethyl ester), C(=O)[O-].[NH4+] (ammonium formate), C(=O)N (formamide), Cl (HCl). Run at temperature 170 celsius. Product: N1=CN=C(C2=C1NC1=C2C=CN=C1)O (9H-Pyrido[4′,3′:4,5]pyrrolo[2,3-d]pyrimidin-4-ol). As a reaction SMILES: C(O[C:4]([C:6]1[C:14]2[C:9](=[CH:10][N:11]=[CH:12][CH:13]=2)[NH:8][C:7]=1[NH2:15])=[O:5])C.C([O-])=O.[NH4+].Cl.[CH:21]([NH2:23])=O>>[N:15]1[C:7]2[NH:8][C:9]3[CH:10]=[N:11][CH:12]=[CH:13][C:14]=3[C:6]=2[C:4]([OH:5])=[N:23][CH:21]=1 |f:1.2|. Procedure: A mixture of 2-Amino-1H-pyrrolo[2,3-c]pyridine-3-carboxylic acid ethyl ester (1.80 g, 8.8 mmol) and ammonium formate (0.62 g, 9.8 mmol) in formamide (10 mL) was heated at 170° C. for 18 hours. 1 M HCl was added to the cooled reaction mixture and the resulting suspension was filtered to remove insolubles. The filtrate was then adjusted to pH 7 with saturated sodium bicarbonate solution. The resulting precipitate was collected by filtration and dried to a constant weight in a vacuum oven to give t...